From a dataset of the Open Reaction Database (ORD), a public repository of structured organic reaction records. describe an organic reaction: reactants, conditions, products, and yield Starting materials: ClC=1C=C(C=CC1)C(C)(C)C1CCC(CC1)=O (4-[2-(3-chlorophenyl)propan-2-yl]cyclohexanone). Reagents/catalysts: [Pd] (palladium on charcoal). The solvent is C(C)O (ethanol). Product: ClC=1C=C(C=CC1)C(C)(C)C1=CCC(CC1)=O (1-[2-(3-chlorophenyl)propan-2-yl]-1-cyclohexen-4-one). Reaction SMILES: [Cl:1][C:2]1[CH:3]=[C:4]([C:8]([CH:11]2[CH2:16][CH2:15][C:14](=[O:17])[CH2:13][CH2:12]2)([CH3:10])[CH3:9])[CH:5]=[CH:6][CH:7]=1>[Pd].C(O)C>[Cl:1][C:2]1[CH:3]=[C:4]([C:8]([C:11]2[CH2:16][CH2:15][C:14](=[O:17])[CH2:13][CH:12]=2)([CH3:9])[CH3:10])[CH:5]=[CH:6][CH:7]=1. Reported procedure: This compound is prepared in a manner analogous to that of Step C of Example 2, by the hydrogenation of 6.5 grams (0.026 mole) of 1-[2-(3-chlorophenyl)propan-2-yl]-1-cyclohexen-4-one in the presence of 0.4 gram (catalyst) of 10% palladium on charcoal in 50 mL of ethanol, yielding 4-[2-(3-chlorophenyl)propan-2-yl]cyclohexanone. Starting materials: C(C)(C)(C)C1=C(C(=CC(=C1)S)C(C)(C)C)O (2,6-di-tert-butyl-4-mercaptophenol), C(C)(C)(C)C=1C=C(C=O)C=C(C1O)C(C)(C)C (3,5-di-tert-butyl-4-hydroxybenzaldehyde). Run in CO (methyl alcohol), CO (methyl alcohol). Yields the product C(C)(C)(C)C=1C=C(C=C(C1O)C(C)(C)C)SC(C1=CC(=C(C(=C1)C(C)(C)C)O)C(C)(C)C)SC1=CC(=C(C(=C1)C(C)(C)C)O)C(C)(C)C (1,1-Bis(3,5-di-tert-butyl-4-hydroxyphenylthio)-1-(3,5-di-tert-butyl-4-hydroxyphenyl)methane). Yield: 86.6%. As a reaction SMILES: [C:1]([C:5]1[CH:10]=[C:9]([SH:11])[CH:8]=[C:7]([C:12]([CH3:15])([CH3:14])[CH3:13])[C:6]=1[OH:16])([CH3:4])([CH3:3])[CH3:2].[C:17]([C:21]1[CH:22]=[C:23]([CH:26]=[C:27]([C:30]([CH3:33])([CH3:32])[CH3:31])[C:28]=1[OH:29])[CH:24]=O)([CH3:20])([CH3:19])[CH3:18]>CO>[C:1]([C:5]1[CH:10]=[C:9]([S:11][CH:24]([S:11][C:9]2[CH:8]=[C:7]([C:12]([CH3:13])([CH3:14])[CH3:15])[C:6]([OH:16])=[C:5]([C:1]([CH3:4])([CH3:3])[CH3:2])[CH:10]=2)[C:23]2[CH:22]=[C:21]([C:17]([CH3:18])([CH3:20])[CH3:19])[C:28]([OH:29])=[C:27]([C:30]([CH3:31])([CH3:32])[CH3:33])[CH:26]=2)[CH:8]=[C:7]([C:12]([CH3:15])([CH3:14])[CH3:13])[C:6]=1[OH:16])([CH3:4])([CH3:3])[CH3:2]. Reported procedure: The procedure of Example 1 is repeated using 23.84 grams of 2,6-di-tert-butyl-4-mercaptophenol, 11.72 grams of 3,5-di-tert-butyl-4-hydroxybenzaldehyde and 150 ml of methyl alcohol. Trituration with methyl alcohol gives 30 grams (87% yield) of white crystals, mp 175°-177° C.